describe an organic reaction: reactants, conditions, products, and yield From a dataset of the Open Reaction Database (ORD), a public repository of structured organic reaction records. Starting materials: OC(C)(C)C1=NOC(=N1)C(=O)OCC (ethyl 3-(2-hydroxypropan-2-yl)-1,2,4-oxadiazole-5-carboxylate), N[C@H](CN1N=C(C=C1)C1=CC(=C(C#N)C(=C1)F)Cl)C ((S)-4-(1-(2-aminopropyl)-1H-pyrazol-3-yl)-2-chloro-6-fluoro-benzonitrile). Product: ClC=1C=C(C=C(C1C#N)F)C1=NN(C=C1)C[C@H](C)NC(=O)C1=NC(=NO1)C(C)(C)O ((S)—N-(1-(3-(3-Chloro-4-cyano-5-fluorophenyl)-1H-pyrazol-1-yl)propan-2-yl)-3-(2-hydroxypropan-2-yl)-1,2,4-oxadiazole-5-carboxamide). Reaction SMILES: [OH:1][C:2]([C:5]1[N:9]=[C:8]([C:10]([O:12]CC)=O)[O:7][N:6]=1)([CH3:4])[CH3:3].[NH2:15][C@@H:16]([CH3:33])[CH2:17][N:18]1[CH:22]=[CH:21][C:20]([C:23]2[CH:30]=[C:29]([F:31])[C:26]([C:27]#[N:28])=[C:25]([Cl:32])[CH:24]=2)=[N:19]1>>[Cl:32][C:25]1[CH:24]=[C:23]([C:20]2[CH:21]=[CH:22][N:18]([CH2:17][C@@H:16]([NH:15][C:10]([C:8]3[O:7][N:6]=[C:5]([C:2]([OH:1])([CH3:3])[CH3:4])[N:9]=3)=[O:12])[CH3:33])[N:19]=2)[CH:30]=[C:29]([F:31])[C:26]=1[C:27]#[N:28]. Procedure details: The title compound was prepared using the procedure described in Example 52(g) starting from ethyl 3-(2-hydroxypropan-2-yl)-1,2,4-oxadiazole-5-carboxylate (2 mmol, 400 mg) and (S)-4-(1-(2-aminopropyl)-1H-pyrazol-3-yl)-2-chloro-6-fluoro-benzonitrile (2 mmol, 556 mg). Yield 202 mg. 1H-NMR (400 MHz; DMSO-d6): δ 1.12 (d, 3H), 1.51 (bs, 6H), 4.34-4.37 (m, 2H), 4.43-4.51 (m, 1H), 5.70 (s, 1H), 7.02 (d, 1H), 7.83-7.88 (m, 2H), 7.96 (s, 1H), 9.41 (d, 1H). LC-MS: [M+1]=433.20. Starting materials: COC1=C(C(=CC=C1)OC)C1CCCC(N1)=O (6-(2,6-dimethoxyphenyl)piperidin-2-one), BrCC1=CC=C(C=C1)OC(F)F (1-(bromomethyl)-4-(difluoromethoxy)benzene). Product: FC(OC1=CC=C(CN2C(CCCC2C2=C(C=CC=C2OC)OC)=O)C=C1)F (1-(4-(difluoromethoxy)benzyl)-6-(2,6-dimethoxyphenyl)piperidin-2-one). RXN SMILES: [CH3:1][O:2][C:3]1[CH:8]=[CH:7][CH:6]=[C:5]([O:9][CH3:10])[C:4]=1[CH:11]1[NH:16][C:15](=[O:17])[CH2:14][CH2:13][CH2:12]1.Br[CH2:19][C:20]1[CH:25]=[CH:24][C:23]([O:26][CH:27]([F:29])[F:28])=[CH:22][CH:21]=1>>[F:28][CH:27]([F:29])[O:26][C:23]1[CH:24]=[CH:25][C:20]([CH2:19][N:16]2[CH:11]([C:4]3[C:5]([O:9][CH3:10])=[CH:6][CH:7]=[CH:8][C:3]=3[O:2][CH3:1])[CH2:12][CH2:13][CH2:14][C:15]2=[O:17])=[CH:21][CH:22]=1. Procedure: Prepared according to the described general procedure 4 (GP4) by reaction of 6-(2,6-dimethoxyphenyl)piperidin-2-one with commercially available 1-(bromomethyl)-4-(difluoromethoxy)benzene. Subsequent purification by preparative HPLC afforded the target compound. LC-MS (conditions E): tR=0.76 min.; [M+H]+: 392.16 g/mol. Starting materials: ClCC(C(=O)Cl)(C)C (3-chloro-2,2-dimethylpropionylchloride), [OH-].[Na+] (sodium hydroxide), C(C)(C)(C)N(N)C(C1=CC=CC=C1)=O (1-t-butyl-1-benzoylhydrazine). Run in CCCCCC (hexane), O (water), C1(=CC=CC=C1)C (toluene). Conditions: time 1 hour. The product is C(C)(C)(C)N(NC(C(CCl)(C)C)=O)C(C1=CC=CC=C1)=O (N'-t-butyl-N-(beta-chloropivaloyl)-N'-benzoylhydrazine). RXN SMILES: [C:1]([N:5]([C:7](=[O:14])[C:8]1[CH:13]=[CH:12][CH:11]=[CH:10][CH:9]=1)[NH2:6])([CH3:4])([CH3:3])[CH3:2].[Cl:15][CH2:16][C:17]([CH3:22])([CH3:21])[C:18](Cl)=[O:19].[OH-].[Na+]>C1(C)C=CC=CC=1.CCCCCC.O>[C:1]([N:5]([C:7](=[O:14])[C:8]1[CH:9]=[CH:10][CH:11]=[CH:12][CH:13]=1)[NH:6][C:18](=[O:19])[C:17]([CH3:22])([CH3:21])[CH2:16][Cl:15])([CH3:4])([CH3:2])[CH3:3] |f:2.3|. Reported procedure: To a stirred solution of 1-t-butyl-1-benzoylhydrazine (1 g, 0.005M) in toluene (40 ml) cooled to 5° C. was added 3-chloro-2,2-dimethylpropionylchloride (1.2 g, 0.007M) and 50% aq. sodium hydroxide (0.45 g, 0.0056M) so as to maintain the temperature below 10° C. The mixture was warmed to room temperature and stirred 1 hour. The mixture was diluted with hexane (40 ml) and water (10 ml). The white solid product N'-t-butyl-N-(beta-chloropivaloyl)-N'-benzoylhydrazine was isolated by suction filtratio...